Dataset: the Open Reaction Database (ORD), a public repository of structured organic reaction records. Task: describe an organic reaction: reactants, conditions, products, and yield The reactants are Cl (hydrochloric acid), ON1C(C=2C(C1=O)=CC=CC2)=O (N-hydroxyphthalimide), C(C)(C)N(C(C)C)CC (N,N-diisopropylethylamine), FC(CO)(F)F (2,2,2-trifluoroethanol), FC(S(=O)(=O)OS(=O)(=O)C(F)(F)F)(F)F (trifluoromethanesulfonic anhydride). Run in ClCCl (dichloromethane), ClCCl (dichloromethane), N1=CC=CC=C1 (pyridine), ClCCl (dichloromethane). Reaction conditions: time 22 hour. Product: FC(CON1C(C=2C(C1=O)=CC=CC2)=O)(F)F (N-(2,2,2-trifluoroethoxy)phthalimide). Reaction SMILES: [F:1][C:2]([F:6])([F:5])[CH2:3][OH:4].FC(F)(F)S(OS(C(F)(F)F)(=O)=O)(=O)=O.O[N:23]1[C:27](=[O:28])[C:26]2=[CH:29][CH:30]=[CH:31][CH:32]=[C:25]2[C:24]1=[O:33].C(N(CC)C(C)C)(C)C.Cl>ClCCl.N1C=CC=CC=1>[F:1][C:2]([F:6])([F:5])[CH2:3][O:4][N:23]1[C:24](=[O:33])[C:25]2=[CH:32][CH:31]=[CH:30][CH:29]=[C:26]2[C:27]1=[O:28]. Procedure: A dichloromethane (21 mL) solution of 3.9 mL of 2,2,2-trifluoroethanol and 4.3 mL of pyridine was added dropwise to a dichloromethane (83 mL) solution of 9.0 mL of trifluoromethanesulfonic anhydride under cooling with ice over a period of 25 minutes. Thereto was dropwise added a dichloromethane (60 mL) solution of 8.50 g of N-hydroxyphthalimide and 18.5 mL of N,N-diisopropylethylamine at the same temperature over a period of 45 minutes, which was then stirred for 22 hours. To the reaction mixtur... Starting materials: CC(C)(C)OC(=O)N1CCC(CCOc2nc(C#N)nc(NCC3CCC4(CCC4)CC3)c2C(=O)O)CC1, CN, CN(C)C=O. The product is CNC(=O)c1c(NCC2CCC3(CCC3)CC2)nc(C#N)nc1OCCC1CCN(C(=O)OC(C)(C)C)CC1. As a reaction SMILES: [C:1]([CH3:2])([CH3:3])([CH3:4])[O:5][C:6](=[O:7])[N:8]1[CH2:9][CH2:10][CH:11]([CH2:14][CH2:15][O:16][c:17]2[n:18][c:19]([C:37]#[N:38])[n:20][c:21]([NH:26][CH2:27][CH:28]3[CH2:29][CH2:30][C:31]4([CH2:32][CH2:33][CH2:34]4)[CH2:35][CH2:36]3)[c:22]2[C:23](=[O:24])[OH:25])[CH2:12][CH2:13]1.[CH3:39][NH2:40].[O:41]=[CH:42][N:43]([CH3:44])[CH3:45]>>[C:1]([CH3:2])([CH3:3])([CH3:4])[O:5][C:6](=[O:7])[N:8]1[CH2:9][CH2:10][CH:11]([CH2:14][CH2:15][O:16][c:17]2[n:18][c:19]([C:37]#[N:38])[n:20][c:21]([NH:26][CH2:27][CH:28]3[CH2:29][CH2:30][C:31]4([CH2:32][CH2:33][CH2:34]4)[CH2:35][CH2:36]3)[c:22]2[C:23](=[O:25])[NH:40][CH3:39])[CH2:12][CH2:13]1. The reactants are C(C)N(C(C)C)C(C)C (N-ethyl-N-isopropylpropan-2-amine), FC=1C=C2C(=C(C(C3(CCOCC3)C2=CC1F)=O)C(=O)OCC)O (Ethyl 6,7-difluoro-4-hydroxy-2-oxo-2′,3′,5′,6′-tetrahydro-spiro[naphthalene-1,4′-pyran]-3-carboxylate), Cl.NCC(=O)OC(C)(C)C (tert-Butyl 2-aminoacetate hydrochloride). The solvent is CCOC(=O)C (EtOAc), O1CCOCC1 (1,4-dioxane). Run at time 10 minute. The product is FC=1C=C2C(=C(C(C3(CCOCC3)C2=CC1F)=O)C(=O)NCC(=O)OC(C)(C)C)O (1,1-Dimethylethyl N-((6,7-difluoro-4-hydroxy-2-oxo-2′,3′,5′,6′-tetrahydro-spiro[naphthalene-1,4′-pyran]-3-yl)carbonyl)glycinate). RXN SMILES: [F:1][C:2]1[CH:3]=[C:4]2[C:14](=[CH:15][C:16]=1[F:17])[C:8]1([CH2:13][CH2:12][O:11][CH2:10][CH2:9]1)[C:7](=[O:18])[C:6]([C:19](OCC)=[O:20])=[C:5]2[OH:24].C(N(C(C)C)C(C)C)C.Cl.[NH2:35][CH2:36][C:37]([O:39][C:40]([CH3:43])([CH3:42])[CH3:41])=[O:38]>O1CCOCC1.CCOC(C)=O>[F:1][C:2]1[CH:3]=[C:4]2[C:14](=[CH:15][C:16]=1[F:17])[C:8]1([CH2:9][CH2:10][O:11][CH2:12][CH2:13]1)[C:7](=[O:18])[C:6]([C:19]([NH:35][CH2:36][C:37]([O:39][C:40]([CH3:43])([CH3:42])[CH3:41])=[O:38])=[O:20])=[C:5]2[OH:24] |f:2.3|. Reported procedure: Ethyl 6,7-difluoro-4-hydroxy-2-oxo-2′,3′,5′,6′-tetrahydro-spiro[naphthalene-1,4′-pyran]-3-carboxylate (1.06 g, 3133 μmol) was dissolved in 1,4-dioxane (3133 μL) and N-ethyl-N-isopropylpropan-2-amine (1637 μL, 9400 μmol). tert-Butyl 2-aminoacetate hydrochloride (788 mg, 4700 μmol) was added, and the reaction was placed in a microwave at 140° C. for 10 minutes. The reaction mixture was then diluted with 100 mL of EtOAc, added to a separatory funnel, partitioned with NaHCO3 (saturated, aqueous), wa... The reactants are C(C)OC(=O)C1=CC=C(C=C1)B(O)O (4-(ethoxycarbonyl)phenylboronic acid), COC(=O)C1=CC=C(C=C1)B(O)O (4-(methoxycarbonyl)phenylboronic acid), C(C)(C)(C)OC(=O)N/C=1/C\C(=C/C2=C(\N1)C=C(C=C2)C2=CC=C(C(=O)OCC)C=C2)\C(N(CCC)CCCO[Si](C)(C)C(C)(C)C)=O (Ethyl 4-((1E,4E)-2-(tert-butoxycarbonylamino)-4-((3-(tert-butyldimethylsilyloxy)propyl)(propyl)carbamoyl)-3H-benzo[b]azepin-8-yl)benzoate), C(C)OC(=O)C1=CC=C(C=C1)B(O)O (4-(ethoxycarbonyl)phenylboronic acid), NC=1CC(=CC2=C(N1)C=C(C=C2)Br)C(=O)N(CCC)CCC (2-amino-8-bromo-N,N-dipropyl-3H-benzo[b]azepine-4-carboxamide), N/C=1/C\C(=C/C2=C(\N1)C=C(C=C2)Br)\C(=O)N(CCC)CCC ((1E,4E)-2-amino-8-bromo-N,N-dipropyl-3H-benzo[b]azepine-4-carboxamide), COC(=O)C1=CC=C(C=C1)B(O)O (4-(methoxycarbonyl)phenylboronic acid), C([O-])([O-])=O.[K+].[K+] (potassium carbonate). Reagents/catalysts: C=1C=CC(=CC1)[P](C=2C=CC=CC2)(C=3C=CC=CC3)[Pd]([P](C=4C=CC=CC4)(C=5C=CC=CC5)C=6C=CC=CC6)([P](C=7C=CC=CC7)(C=8C=CC=CC8)C=9C=CC=CC9)[P](C=1C=CC=CC1)(C=1C=CC=CC1)C=1C=CC=CC1 (tetrakis(triphenylphosphine)palladium(0)). The solvent is C(=O)(C(F)(F)F)O (TFA), CCOC(=O)C (EtOAc), ClCCl (dichloromethane), C(C)#N (acetonitrile). Reaction conditions: temperature 100 celsius, time 1 hour. Yields the product N/C=1/C\C(=C/C2=C(\N1)C=C(C=C2)C2=CC=C(C=C2)CC(=O)OCC)\C(N(CCC)CCCO)=O (Ethyl 2-(4-((1E,4E)-2-amino-4-((3-hydroxypropyl)(propyl)carbamoyl)-3H-benzo[b]azepin-8-yl)phenyl)acetate), C(C1=CC=CC=C1)(=O)[O-] (benzoate). Yield: 44.0%. Reaction SMILES: [CH2:1]([O:3][C:4](C1C=CC(B(O)O)=CC=1)=[O:5])[CH3:2].NC1CC(C(N(CCC)CCC)=O)=CC2C=CC(Br)=CC=2N=1.C[O:38][C:39]([C:41]1[CH:46]=[CH:45][C:44](B(O)O)=[CH:43][CH:42]=1)=[O:40].C(=O)([O-])[O-].[K+].[K+].C(OC([NH:63][C:64]1[CH2:65][C:66]([C:86](=[O:102])[N:87]([CH2:91][CH2:92][CH2:93][O:94][Si](C(C)(C)C)(C)C)[CH2:88][CH2:89][CH3:90])=[CH:67][C:68]2[CH:74]=[CH:73][C:72]([C:75]3[CH:85]=[CH:84][C:78]([C:79](OCC)=O)=[CH:77][CH:76]=3)=[CH:71][C:69]=2[N:70]=1)=O)(C)(C)C>C(#N)C.CCOC(C)=O.ClCCl.C(O)(C(F)(F)F)=O.C1C=CC([P]([Pd]([P](C2C=CC=CC=2)(C2C=CC=CC=2)C2C=CC=CC=2)([P](C2C=CC=CC=2)(C2C=CC=CC=2)C2C=CC=CC=2)[P](C2C=CC=CC=2)(C2C=CC=CC=2)C2C=CC=CC=2)(C2C=CC=CC=2)C2C=CC=CC=2)=CC=1>[NH2:63][C:64]1[CH2:65][C:66]([C:86](=[O:102])[N:87]([CH2:91][CH2:92][CH2:93][OH:94])[CH2:88][CH2:89][CH3:90])=[CH:67][C:68]2[CH:74]=[CH:73][C:72]([C:75]3[CH:85]=[CH:84][C:78]([CH2:79][C:4]([O:3][CH2:1][CH3:2])=[O:5])=[CH:77][CH:76]=3)=[CH:71][C:69]=2[N:70]=1.[C:39]([O-:40])(=[O:38])[C:41]1[CH:46]=[CH:45][CH:44]=[CH:43][CH:42]=1 |f:3.4.5,^1:125,127,146,165|. Procedure details: Ethyl 2-(4-((1E,4E)-2-amino-4-((3-hydroxypropyl)(propyl)carbamoyl)-3H-benzo[b]azepin-8-yl)phenyl)acetate (40%) was prepared as follows, substituting 4-(2-ethoxy-2-oxoethyl)phenylboronic acid for 4-(ethoxycarbonyl)phenylboronic acid. Ethyl 4-((1E,4E)-2-(tert-butoxycarbonylamino)-4-(3-(tert-butyldimethylsilyloxy)propyl)(propyl)carbamoyl)-3H-benzo[b]azepin-8-yl)benzoate (44%) was prepared as follows, substituting tert-butyl (1E,4E)-8-bromo-4-((3-(tert-butyldimethylsilyloxy)propyl)(propyl)carbamoyl)... Reactants: CCCI, CS(C)=O, [H-], CCOC(=O)c1cc2cc([N+](=O)[O-])ccc2[nH]1, [Na+], O. The product is CCCn1c(C(=O)OCC)cc2cc([N+](=O)[O-])ccc21. Reaction SMILES: [CH2:20]([CH2:21][CH3:22])[I:23].[CH3:25][S:26](=[O:27])[CH3:28].[H-:18].[N+:1](=[O:2])([O-:3])[c:4]1[cH:5][c:6]2[cH:7][c:8]([C:13](=[O:14])[O:15][CH2:16][CH3:17])[nH:9][c:10]2[cH:11][cH:12]1.[Na+:19].[OH2:24]>>[N+:1](=[O:2])([O-:3])[c:4]1[cH:5][c:6]2[cH:7][c:8]([C:13](=[O:14])[O:15][CH2:16][CH3:17])[n:9]([CH2:20][CH2:21][CH3:22])[c:10]2[cH:11][cH:12]1.